This data is from the Open Reaction Database (ORD), a public repository of structured organic reaction records. The task is: describe an organic reaction: reactants, conditions, products, and yield The reactants are BrC=1C=C(C=NC1)CNC(OC(C)(C)C)=O (tert-butyl (5-bromopyridin-3-yl)methylcarbamate), CN(C)C=O (DMF). Reagents/catalysts: [C-]#N.[C-]#N.[Zn+2] (Zn(CN)2), C=1C=CC(=CC1)[P](C=2C=CC=CC2)(C=3C=CC=CC3)[Pd]([P](C=4C=CC=CC4)(C=5C=CC=CC5)C=6C=CC=CC6)([P](C=7C=CC=CC7)(C=8C=CC=CC8)C=9C=CC=CC9)[P](C=1C=CC=CC1)(C=1C=CC=CC1)C=1C=CC=CC1 (Pd(PPh3)4). The solvent is CCOCC (ether). Reaction conditions: temperature 110 celsius. Product: C(#N)C=1C=C(C=NC1)CNC(OC(C)(C)C)=O (tert-butyl (5-cyanopyridin-3-yl)methylcarbamate). The yield is 86.0%. As a reaction SMILES: Br[C:2]1[CH:3]=[C:4]([CH2:8][NH:9][C:10](=[O:16])[O:11][C:12]([CH3:15])([CH3:14])[CH3:13])[CH:5]=[N:6][CH:7]=1.[CH3:17][N:18](C=O)C>CCOCC.[C-]#N.[C-]#N.[Zn+2].C1C=CC([P]([Pd]([P](C2C=CC=CC=2)(C2C=CC=CC=2)C2C=CC=CC=2)([P](C2C=CC=CC=2)(C2C=CC=CC=2)C2C=CC=CC=2)[P](C2C=CC=CC=2)(C2C=CC=CC=2)C2C=CC=CC=2)(C2C=CC=CC=2)C2C=CC=CC=2)=CC=1>[C:17]([C:2]1[CH:3]=[C:4]([CH2:8][NH:9][C:10](=[O:16])[O:11][C:12]([CH3:15])([CH3:14])[CH3:13])[CH:5]=[N:6][CH:7]=1)#[N:18] |f:3.4.5,^1:35,37,56,75|. Procedure: To tert-butyl (5-bromopyridin-3-yl)methylcarbamate (384 mg, 1.34 mmol) in DMF (10 ml), Zn(CN)2 (94 mg, 0.80 mmol) and Pd(PPh3)4 were added and heated at 110° C. for 3 h. Then the reaction mixture was cooled to RT, diluted with ether, washed with ammonium hydroxide solution, water and brine. Crude residue was column chromatographed (40% ethylacetate/60% Hexanes) to yield tert-butyl (5-cyanopyridin-3-yl)methylcarbamate in 86% yield.